From a dataset of the Open Reaction Database (ORD), a public repository of structured organic reaction records. describe an organic reaction: reactants, conditions, products, and yield The reactants are C1(CCCC1)OC1=CC=2CC[C@H]3[C@@H]4CC[C@@H]([C@@]4(C)C[C@@H]([C@@H]3C2C=C1)C1=CC=C(C=C1)OCCCCCS(=O)CCCC(C(F)(F)F)(F)F)O (3-cyclopentyloxy 11beta-[4-[5-[(4,4,5,5,5-pentafluoropentyl)sulphinyl]pentyloxy]phenyl]estra-1,3,5(10)-triene-17beta-ol), ClC1=CC(=CC=C1)C(=O)OO (metachloro perbenzoic acid). Yields the product C1(CCCC1)OC1=CC=2CC[C@H]3[C@@H]4CC[C@@H]([C@@]4(C)C[C@@H]([C@@H]3C2C=C1)C1=CC=C(C=C1)OCCCCCS(=O)(=O)CCCC(C(F)(F)F)(F)F)O (3-cyclopentyloxy 11beta-[4-[5-[(4,4,5,5,5-pentafluoropentyl)sulphonyl]pentyloxy]phenyl]estra-1,3,5(10)-triene-17beta-ol). Isolated yield 79.4%. RXN SMILES: [CH:1]1([O:6][C:7]2[CH:24]=[CH:23][C:22]3[C@@H:21]4[C@H:12]([C@H:13]5[C@@:17]([CH2:19][C@@H:20]4[C:25]4[CH:30]=[CH:29][C:28]([O:31][CH2:32][CH2:33][CH2:34][CH2:35][CH2:36][S:37]([CH2:39][CH2:40][CH2:41][C:42]([F:48])([F:47])[C:43]([F:46])([F:45])[F:44])=[O:38])=[CH:27][CH:26]=4)([CH3:18])[C@@H:16]([OH:49])[CH2:15][CH2:14]5)[CH2:11][CH2:10][C:9]=3[CH:8]=2)[CH2:5][CH2:4][CH2:3][CH2:2]1.ClC1C=CC=C(C(OO)=[O:58])C=1>>[CH:1]1([O:6][C:7]2[CH:24]=[CH:23][C:22]3[C@@H:21]4[C@H:12]([C@H:13]5[C@@:17]([CH2:19][C@@H:20]4[C:25]4[CH:30]=[CH:29][C:28]([O:31][CH2:32][CH2:33][CH2:34][CH2:35][CH2:36][S:37]([CH2:39][CH2:40][CH2:41][C:42]([F:47])([F:48])[C:43]([F:44])([F:45])[F:46])(=[O:58])=[O:38])=[CH:27][CH:26]=4)([CH3:18])[C@@H:16]([OH:49])[CH2:15][CH2:14]5)[CH2:11][CH2:10][C:9]=3[CH:8]=2)[CH2:5][CH2:4][CH2:3][CH2:2]1. Procedure: By operating as in Example 56 using at the start 698 mg of the product obtained in Example 68 and 228 mg of metachloro perbenzoic acid, 567 mg of expected product is obtained. M.p.=166° C. The reactants are [Br-], CC[Mg+], c1ccc(COc2ccc3[nH]ccc3c2)cc1, CC1(C)C(C(=O)Cl)C1(C)C, [Cl-], [Cl-], ClCCl, [Zn+2]. Yields the product CC1(C)C(C(=O)c2c[nH]c3ccc(OCc4ccccc4)cc23)C1(C)C. RXN SMILES: [Br-:18].[CH2:19]([Mg+:20])[CH3:21].[CH2:1]([c:2]1[cH:3][cH:4][cH:5][cH:6][cH:7]1)[O:8][c:9]1[cH:10][c:11]2[cH:12][cH:13][nH:14][c:15]2[cH:16][cH:17]1.[CH3:22][C:23]1([CH3:31])[CH:24]([C:28](=[O:29])[Cl:30])[C:25]1([CH3:26])[CH3:27].[Cl-:35].[Cl-:37].[Cl:32][CH2:33][Cl:34].[Zn+2:36]>>[CH2:1]([c:2]1[cH:3][cH:4][cH:5][cH:6][cH:7]1)[O:8][c:9]1[cH:10][c:11]2[c:12]([C:28]([CH:24]3[C:23]([CH3:22])([CH3:31])[C:25]3([CH3:26])[CH3:27])=[O:29])[cH:13][nH:14][c:15]2[cH:16][cH:17]1. Reaction SMILES: [C:1]([C:5]1[CH:6]=[C:7]([CH:27]=[C:28]([C:30]([CH3:33])([CH3:32])[CH3:31])[CH:29]=1)[CH2:8][C@H:9]1[CH2:14][C@@H:13]([C:15](=[O:22])[CH2:16][C:17]([O:19]CC)=O)[CH2:12][CH2:11][N:10]1[C:23]([O:25][CH3:26])=[O:24])([CH3:4])([CH3:3])[CH3:2].[OH-].[Na+].[NH2:36]O.Cl>CO.O.C(Cl)Cl>[C:30]([C:28]1[CH:27]=[C:7]([CH:6]=[C:5]([C:1]([CH3:3])([CH3:4])[CH3:2])[CH:29]=1)[CH2:8][C@H:9]1[CH2:14][C@@H:13]([C:15]2[O:22][NH:36][C:17](=[O:19])[CH:16]=2)[CH2:12][CH2:11][N:10]1[C:23]([O:25][CH3:26])=[O:24])([CH3:33])([CH3:32])[CH3:31] |f:1.2|. Product: C(C)(C)(C)C=1C=C(C[C@@H]2N(CC[C@@H](C2)C2=CC(NO2)=O)C(=O)OC)C=C(C1)C(C)(C)C (Cis-methyl 2-(3,5-di-tert-butylbenzyl)-4-(3-oxo-2,3-dihydroisoxazol-5-yl)piperidine-1-carboxylate). The reactants are [OH-].[Na+] (Sodium hydroxide), Cl (hydrogen chloride), C(C)(C)(C)C=1C=C(C[C@@H]2N(CC[C@@H](C2)C(CC(=O)OCC)=O)C(=O)OC)C=C(C1)C(C)(C)C (Cis-methyl 2-(3,5-di-tert-butylbenzyl)-4-(3-ethoxy-3-oxopropanoyl)piperidine-1-carboxylate), NO (Hydroxylamine). Procedure details: Cis-methyl 2-(3,5-di-tert-butylbenzyl)-4-(3-ethoxy-3-oxopropanoyl)piperidine-1-carboxylate (2.03 g, 4.42 mmol) was dissolved in MeOH (16 mL) and cooled to −40° C. under nitrogen. Sodium hydroxide (0.177 g, 4.42 mmol) dissolved in water (1.600 mL) was added during 10 min and the colourless solution continued to stir at −40° C. for 20 min. Hydroxylamine (50% by weight in water, 0.271 mL, 4.42 mmol) was added during 8 min. The resulting solution was stirred at −40° C. for 3.5 h. The mixture was the... The solvent is O (water), O (water), C(Cl)Cl (DCM), CO (MeOH). Isolated yield 71.7%. Run at temperature -40 celsius, time 20 minute. Reactants: COS(=O)(=O)C(F)(F)F, CN(C)C=O, O=C(O)c1ccc2[nH]ccc2c1. Yields the product Cn1ccc2cc(C(=O)O)ccc21. As a reaction SMILES: [F:13][C:14]([F:15])([F:16])[S:17]([O:18][CH3:19])(=[O:20])=[O:21].[O:22]=[CH:23][N:24]([CH3:25])[CH3:26].[nH:1]1[cH:2][cH:3][c:4]2[cH:5][c:6]([C:10](=[O:11])[OH:12])[cH:7][cH:8][c:9]12>>[n:1]1([CH3:14])[cH:2][cH:3][c:4]2[cH:5][c:6]([C:10](=[O:11])[OH:12])[cH:7][cH:8][c:9]12. Starting materials: COC(=O)Cc1c(Br)csc1Br, CCCOc1ccc(B(O)O)cc1, CCOC(C)=O, CCCCCC, ClCCl, [K+], [K+], O=C([O-])[O-], C1COCCO1, O. Product: CCCOc1ccc(-c2scc(Br)c2CC(=O)OC)cc1. RXN SMILES: [Br:1][c:2]1[s:3][cH:4][c:5]([Br:12])[c:6]1[CH2:7][C:8](=[O:9])[O:10][CH3:11].[CH2:13]([CH2:14][CH3:15])[O:16][c:17]1[cH:18][cH:19][c:20]([B:23]([OH:24])[OH:25])[cH:21][cH:22]1.[CH3:36][CH2:37][O:38][C:39]([CH3:40])=[O:41].[CH3:42][CH2:43][CH2:44][CH2:45][CH2:46][CH3:47].[Cl:32][CH2:33][Cl:34].[K+:26].[K+:27].[O-:28][C:29]([O-:30])=[O:31].[O:48]1[CH2:49][CH2:50][O:51][CH2:52][CH2:53]1.[OH2:35]>>[c:2]1(-[c:20]2[cH:19][cH:18][c:17]([O:16][CH2:13][CH2:14][CH3:15])[cH:22][cH:21]2)[s:3][cH:4][c:5]([Br:12])[c:6]1[CH2:7][C:8](=[O:9])[O:10][CH3:11]. The reactants are N1=CC=CC=C1 (Pyridine), NC1=CC(=NN1C1=C(C=C(C=C1Cl)C(F)(F)F)Cl)Br (5-amino-3-bromo-1-(2,6-dichloro-4-trifluoromethylphenyl)-pyrazole), C(C)(=O)Cl (acetyl chloride). Solvent: C(Cl)(Cl)Cl (chloroform). Run at time 2 hour. The product is C(C)(=O)NC1=CC(=NN1C1=C(C=C(C=C1Cl)C(F)(F)F)Cl)Br (5-acetamido-3-bromo-1-(2,6-dichloro-4-trifluoromethylphenyl)-pyrazole). The yield is 95.3%. RXN SMILES: N1C=CC=CC=1.[NH2:7][C:8]1[N:12]([C:13]2[C:18]([Cl:19])=[CH:17][C:16]([C:20]([F:23])([F:22])[F:21])=[CH:15][C:14]=2[Cl:24])[N:11]=[C:10]([Br:25])[CH:9]=1.[C:26](Cl)(=[O:28])[CH3:27]>C(Cl)(Cl)Cl>[C:26]([NH:7][C:8]1[N:12]([C:13]2[C:18]([Cl:19])=[CH:17][C:16]([C:20]([F:23])([F:21])[F:22])=[CH:15][C:14]=2[Cl:24])[N:11]=[C:10]([Br:25])[CH:9]=1)(=[O:28])[CH3:27]. Procedure: Pyridine (4.0 ml) was added dropwise to a stirred solution of 5-amino-3-bromo-1-(2,6-dichloro-4-trifluoromethylphenyl)-pyrazole (5.0 g), acetyl chloride (3.0 g) and dry chloroform (30 ml), causing an exothermic reaction (maximum temperature 60° C.). The reaction mixture was stirred at laboratory temperature for 2 h and evaporated to dryness. The residue was dissolved in ethanol (25 ml), ammonia solution (d. 0,880; 25 ml) was added, and the solution was boiled under reflux for 1 h. The cooled rea... The reactants are O=C([O-])O, C=CCn1nc2c3ccccc3n(Cc3ccc(-n4cccn4)cc3)nc-2c1=O, ClCCl, [Na+], O=C(OO)c1cccc(Cl)c1. Product: O=c1c2nn(Cc3ccc(-n4cccn4)cc3)c3ccccc3c-2nn1CC1CO1. Reaction SMILES: [C:41](=[O:42])([OH:43])[O-:44].[CH2:12]([CH:13]=[CH2:14])[n:15]1[n:16][c:17]2[c:26]3[c:21]([n:20]([CH2:27][c:28]4[cH:29][cH:30][c:31](-[n:34]5[n:35][cH:36][cH:37][cH:38]5)[cH:32][cH:33]4)[n:19][c:18]-2[c:39]1=[O:40])[cH:22][cH:23][cH:24][cH:25]3.[Cl:46][CH2:47][Cl:48].[Na+:45].[OH:1][O:2][C:3]([c:4]1[cH:5][c:6]([Cl:7])[cH:8][cH:9][cH:10]1)=[O:11]>>[O:1]1[CH:13]([CH2:12][n:15]2[n:16][c:17]3[c:26]4[c:21]([n:20]([CH2:27][c:28]5[cH:29][cH:30][c:31](-[n:34]6[n:35][cH:36][cH:37][cH:38]6)[cH:32][cH:33]5)[n:19][c:18]-3[c:39]2=[O:40])[cH:22][cH:23][cH:24][cH:25]4)[CH2:14]1.